This data is from the Open Reaction Database (ORD), a public repository of structured organic reaction records. The task is: describe an organic reaction: reactants, conditions, products, and yield Reactants: BrC=1C=C2C(=C(C=NC2=CC1)C(CCC)=O)NC=1C=CC(=NC1)N1CCN(CC1)C(=O)OC(C)(C)C (tert-butyl 4-[5-(6-bromo-3-butyrylquinolin-4-ylamino)pyridin-2-yl]piperazine-1-carboxylate), ClC1=C(C(=CC(=C1)B1OC(C(O1)(C)C)(C)C)F)O (2-chloro-6-fluoro-4-(4,4,5,5-tetramethyl-1,3,2-dioxaborolan-2-yl)phenol). Product: C(CCC)(=O)C=1C=NC2=CC=C(C=C2C1NC=1C=CC(=NC1)N1CCN(CC1)C(=O)OC(C)(C)C)C1=CC(=C(C(=C1)F)O)Cl (tert-Butyl 4-{5-[3-butyryl-6-(3-chloro-5-fluoro-4-hydroxyphenyl)quinolin-4-ylamino]pyridin-2-yl}piperazine-1-carboxylate). The yield is 73.9%. RXN SMILES: Br[C:2]1[CH:3]=[C:4]2[C:9](=[CH:10][CH:11]=1)[N:8]=[CH:7][C:6]([C:12](=[O:16])[CH2:13][CH2:14][CH3:15])=[C:5]2[NH:17][C:18]1[CH:19]=[CH:20][C:21]([N:24]2[CH2:29][CH2:28][N:27]([C:30]([O:32][C:33]([CH3:36])([CH3:35])[CH3:34])=[O:31])[CH2:26][CH2:25]2)=[N:22][CH:23]=1.[Cl:37][C:38]1[CH:43]=[C:42](B2OC(C)(C)C(C)(C)O2)[CH:41]=[C:40]([F:53])[C:39]=1[OH:54]>>[C:12]([C:6]1[CH:7]=[N:8][C:9]2[C:4]([C:5]=1[NH:17][C:18]1[CH:19]=[CH:20][C:21]([N:24]3[CH2:25][CH2:26][N:27]([C:30]([O:32][C:33]([CH3:34])([CH3:35])[CH3:36])=[O:31])[CH2:28][CH2:29]3)=[N:22][CH:23]=1)=[CH:3][C:2]([C:42]1[CH:41]=[C:40]([F:53])[C:39]([OH:54])=[C:38]([Cl:37])[CH:43]=1)=[CH:11][CH:10]=2)(=[O:16])[CH2:13][CH2:14][CH3:15]. Reported procedure: Following general procedure F, tert-butyl 4-[5-(6-bromo-3-butyrylquinolin-4-ylamino)pyridin-2-yl]piperazine-1-carboxylate (80 mg, 0.144 mmol) was reacted with 2-chloro-6-fluoro-4-(4,4,5,5-tetramethyl-1,3,2-dioxaborolan-2-yl)phenol (59 mg, 0.216 mmol) to afford the crude product (66 mg) as an orange solid: ESI MS m/z 620 [C33H35ClFN5O4+H]+. Reactants: ClC1=CC=C(C=C1)C=1NC(OC1)=O (4-(4-chlorophenyl)-2-oxo-4-oxazoline), S(O)(O)(=O)=O (sulfuric acid), O (Water), C(C=C)(=O)OC (methyl acrylate). Solvent: C(C)#N (acetonitrile). Run at temperature 10 celsius, time 3 hour. Yields the product ClC1=CC=C(C=C1)C=1NC(OC1C(C(=O)OC)C)=O (methyl 2-(4-(4-chlorophenyl)-2-oxo-4-oxazolin-5-yl)propionate). Yield: 89.0%. As a reaction SMILES: [Cl:1][C:2]1[CH:7]=[CH:6][C:5]([C:8]2[NH:9][C:10](=[O:13])[O:11][CH:12]=2)=[CH:4][CH:3]=1.S(=O)(=O)(O)O.[C:19]([O:23][CH3:24])(=[O:22])[CH:20]=[CH2:21].O>C(#N)C>[Cl:1][C:2]1[CH:3]=[CH:4][C:5]([C:8]2[NH:9][C:10](=[O:13])[O:11][C:12]=2[CH:20]([CH3:21])[C:19]([O:23][CH3:24])=[O:22])=[CH:6][CH:7]=1. Procedure: To a solution of 4-(4-chlorophenyl)-2-oxo-4-oxazoline (794.3 g) in acetonitrile (2383 mL) was added dropwise conc. sulfuric acid (1195 g) under ice-cooling at not higher than 10° C. Then methyl acrylate (731 mL) was added at not higher than 10° C., and the mixture was taken out from an ice-bath and stirred at room temperature for 3 h. Water (7.94 L) was added under ice-cooling at not higher than 20° C. The precipitated crystals were collected by filtration and washed successively with 1% aqueous...